From a dataset of the Open Reaction Database (ORD), a public repository of structured organic reaction records. describe an organic reaction: reactants, conditions, products, and yield Reactants: CC(C)(C)OC(=O)N1CCOc2ccccc21, ClCCl, O=C(O)C(F)(F)F. Yields the product c1ccc2c(c1)NCCO2. As a reaction SMILES: [C:1]([O:2][C:3](=[O:4])[N:8]1[CH2:9][CH2:10][O:11][c:12]2[c:13]1[cH:14][cH:15][cH:16][cH:17]2)([CH3:5])([CH3:6])[CH3:7].[Cl:25][CH2:26][Cl:27].[OH:18][C:19]([C:20]([F:21])([F:22])[F:23])=[O:24]>>[NH:8]1[CH2:9][CH2:10][O:11][c:12]2[c:13]1[cH:14][cH:15][cH:16][cH:17]2. Reactants: CS(=O)C (dimethyl sulfoxide), C(C)(=O)O (acetic acid), C[Si](NC1=C(C=CC=C1Cl)Cl)(C)C (N-trimethylsilyl-2,6-dichloroaniline), FCC1=NC=2N(C(=C1)Cl)N=C(N2)S(=O)(=O)Cl (5-fluoromethyl-7-chloro-1,2,4-triazolo[1,5-a]pyrimidine-2-sulfonyl chloride). Solvent: C(C)#N (acetonitrile), C(Cl)Cl (methylene chloride). The product is FCC1=NC=2N(C(=C1)OC)N=C(N2)S(=O)(=O)NC2=C(C=CC=C2Cl)Cl (5-Fluoromethyl-7-methoxy-N-(2,6-dichlorophenyl)-1,2,4-triazolo[1,5-a]pyrimidine-2-sulfonamide). RXN SMILES: C[Si](C)(C)[NH:3][C:4]1[C:9]([Cl:10])=[CH:8][CH:7]=[CH:6][C:5]=1[Cl:11].[F:14][CH2:15][C:16]1[CH:21]=[C:20](Cl)[N:19]2[N:23]=[C:24]([S:26](Cl)(=[O:28])=[O:27])[N:25]=[C:18]2[N:17]=1.CS(C)=O.[C:34](O)(=[O:36])C>C(#N)C.C(Cl)Cl>[F:14][CH2:15][C:16]1[CH:21]=[C:20]([O:36][CH3:34])[N:19]2[N:23]=[C:24]([S:26]([NH:3][C:4]3[C:9]([Cl:10])=[CH:8][CH:7]=[CH:6][C:5]=3[Cl:11])(=[O:28])=[O:27])[N:25]=[C:18]2[N:17]=1. Procedure details: A solution containing 3.08 g (13.1 mmol) of N-trimethylsilyl-2,6-dichloroaniline and 1.50 g (5.26 mmol) of 5-fluoromethyl-7-chloro-1,2,4-triazolo[1,5-a]pyrimidine-2-sulfonyl chloride in 15 ml of dry acetonitrile was prepared and 0.075 ml (1.05 mmol) of dimethyl sulfoxide was added with stirring at ambient temperature. The mixture was allowed to react over 4 days and the resulting brown solution was then diluted with 150 ml of methylene chloride, washed with water, and dried over magnesium sulfat... Starting materials: [OH-].[Na+] (NaOH), CNC1=CC=C(OC)C=C1 (N-methyl-p-anisidine), C(CC(=O)O)(=O)O (malonic acid), POC13. Run at temperature 90 celsius. Product: OC1=CC(N(C2=CC=C(C=C12)OC)C)=O (4-Hydroxy-6-methoxy-1-methyl-1H-quinolin-2-one). Yield: 43.9%. Reaction SMILES: [CH3:1][NH:2][C:3]1[CH:10]=[CH:9][C:6]([O:7][CH3:8])=[CH:5][CH:4]=1.[C:11]([OH:17])(=O)[CH2:12][C:13]([OH:15])=O.[OH-].[Na+]>>[OH:15][C:13]1[C:10]2[C:3](=[CH:4][CH:5]=[C:6]([O:7][CH3:8])[CH:9]=2)[N:2]([CH3:1])[C:11](=[O:17])[CH:12]=1 |f:2.3|. Procedure details: To a mixture of N-methyl-p-anisidine (2.8 g, 20 mmol) and malonic acid (4.3 g, 40 mmol) was added POC13 (17 mL). After heating at 90° C. for 1.5 hr, the reaction mixture was poured over ice and basified with 6N NaOH to a pH of 14. The solution was then filtered and the filtrate was acidified with 6N HCl to pH 3. The precipitate was filtered and dried to afford a brown solid (1.8 g, 50%). 1H NMR (300 MHz, MeODd4) 8 3.65 (3H, s), 3.86 (3H, s), 5.97 (1H, s), 7.28 (1H, dd, J=2.8, 9.3 Hz), 7.49 (2H, ... Reactants: 2-L, [OH-].[K+] (potassium hydroxide), N1C(=O)NC(=O)C=C1 (uracil), C=O (paraformaldehyde), Cl.NO (hydroxylamine hydrochloride). The solvent is O (water), O (water). Conditions: temperature 51 celsius, time 68 hour. The product is OCC=1C(NC(NC1)=O)=O (5-(hydroxymethyl)-1,3-dihydropyrimidine-2,4-dione). The yield is 14.5%. Reaction SMILES: [NH:1]1[CH:8]=[CH:7][C:5](=[O:6])[NH:4][C:2]1=[O:3].[CH2:9]=[O:10].[OH-].[K+].Cl.NO>O>[OH:10][CH2:9][C:7]1[C:5](=[O:6])[NH:4][C:2](=[O:3])[NH:1][CH:8]=1 |f:2.3,4.5|. Reported procedure: A 2-L, three-necked flask equipped with a mechanical stirrer, thermometer, condenser, and nitrogen-inlet bubbler was charged with uracil (185.0 g, 1650 mmol) (Aldrich), paraformaldehyde (61.50 g, 2050 mmol as formaldehyde) (Aldrich), and a solution of potassium hydroxide (86.9%, 59.95 g, 928.5 mmol) (Aldrich) in water (1.445 L). The mixture was stirred at 50-52° C. for 68 h. TLC analysis indicated complete reaction. After concentration at 60° C./14 mmHg to a volume of ca. 500 mL, the residue was... Starting materials: C(C)OC(=O)C=1N=C(SC1)CN1C(CN(CC1)S(=O)(=O)C1=CC2=C(S1)C=C(C=C2)Cl)=O (2-[4-(6-chloro-benzo[b]thiophene-2-sulfonyl)-2-oxo-piperazin-1-ylmethyl]-thiazol-4-yl-carboxylic acid ethyl ester), [OH-].[Na+] (NaOH). The solvent is C1CCOC1.CO (THF MeOH), CCOC(=O)C (EtOAc). Run at time 2 hour. Yields the product ClC=1C=CC2=C(SC(=C2)S(=O)(=O)N2CC(N(CC2)CC=2SC=C(N2)C(=O)O)=O)C1 (2-[4-(6-chloro-benzo[b]thiophene-2-sulfonyl)-2-oxo-piperazin-1-ylmethyl]-thiazol-4-yl-carboxylic acid). Reaction SMILES: C([O:3][C:4]([C:6]1[N:7]=[C:8]([CH2:11][N:12]2[CH2:17][CH2:16][N:15]([S:18]([C:21]3[S:25][C:24]4[CH:26]=[C:27]([Cl:30])[CH:28]=[CH:29][C:23]=4[CH:22]=3)(=[O:20])=[O:19])[CH2:14][C:13]2=[O:31])[S:9][CH:10]=1)=[O:5])C.[OH-].[Na+]>C1COCC1.CO.CCOC(C)=O>[Cl:30][C:27]1[CH:28]=[CH:29][C:23]2[CH:22]=[C:21]([S:18]([N:15]3[CH2:16][CH2:17][N:12]([CH2:11][C:8]4[S:9][CH:10]=[C:6]([C:4]([OH:5])=[O:3])[N:7]=4)[C:13](=[O:31])[CH2:14]3)(=[O:20])=[O:19])[S:25][C:24]=2[CH:26]=1 |f:1.2,3.4|. Procedure details: A solution of 2-[4-(6-chloro-benzo[b]thiophene-2-sulfonyl)-2-oxo-piperazin-1-ylmethyl]-thiazol-4-yl-carboxylic acid ethyl ester (75 mg, 0.15 mmol) is dissolved in THF/MeOH −3:1 (2 mL) and a solution of 1N NaOH is added (0.5 mL). The reaction is stirred for 2 h and then diluted with EtOAc and washed with 2N HCl. The organic phase is dried (MgSO4) and concentrated to yield 2-[4-(6-chloro-benzo[b]thiophene-2-sulfonyl)-2-oxo-piperazin-1-ylmethyl]-thiazol-4-yl-carboxylic acid. 1H NMR (300 MHz, DMSO-d... The reactants are [H-].[Na+] (sodium hydride), C(=C)C1=CC=CC=2N=C(NC21)COC2=CC=C(C=C2)Cl (4-(ethenyl)-2-[(4-chlorophenoxy)methyl]benzimidazole), C(C)(C)(C)OC(=O)N1CCC(CC1)CCCBr (3-[1-(t-butoxycarbonyl)piperidin-4-yl]propyl bromide). Solvent: CN(C=O)C (N,N-dimethylformamide). Conditions: time 45 minute. Product: C(=C)C1=CC=CC=2N(C(=NC21)COC2=CC=C(C=C2)Cl)CCCC2CCN(CC2)C(=O)OC(C)(C)C (4-(ethenyl)-2-[(4-chlorophenoxy)methyl]-1-[3-[1-(t-butoxycarbonyl)piperidin-4-yl]propyl]benzimidazole). Reaction SMILES: [CH:1]([C:3]1[C:11]2[NH:10][C:9]([CH2:12][O:13][C:14]3[CH:19]=[CH:18][C:17]([Cl:20])=[CH:16][CH:15]=3)=[N:8][C:7]=2[CH:6]=[CH:5][CH:4]=1)=[CH2:2].[H-].[Na+].[C:23]([O:27][C:28]([N:30]1[CH2:35][CH2:34][CH:33]([CH2:36][CH2:37][CH2:38]Br)[CH2:32][CH2:31]1)=[O:29])([CH3:26])([CH3:25])[CH3:24]>CN(C)C=O>[CH:1]([C:3]1[C:11]2[N:10]=[C:9]([CH2:12][O:13][C:14]3[CH:15]=[CH:16][C:17]([Cl:20])=[CH:18][CH:19]=3)[N:8]([CH2:38][CH2:37][CH2:36][CH:33]3[CH2:34][CH2:35][N:30]([C:28]([O:27][C:23]([CH3:24])([CH3:26])[CH3:25])=[O:29])[CH2:31][CH2:32]3)[C:7]=2[CH:6]=[CH:5][CH:4]=1)=[CH2:2] |f:1.2|. Reported procedure: In a 100 ml round bottom flask, under a nitrogen atmosphere, were added 4-(ethenyl)-2-[(4-chlorophenoxy)methyl]benzimidazole (670 mg, 2.24 mmol) and anhydrous N,N-dimethylformamide (34 ml). To this solution was added sodium hydride (60% in mineral oil, 98.67 mg, 2.46 mmol). The resulting mixture was stirred at room temperature for 45 minutes, and then 3-[1-(t-butoxycarbonyl)piperidin-4-yl]propyl bromide (755 mg, 2.47 mmol) was added. The resulting mixture was heated to 100° C. and stirred at thi... The reactants are Brc1cccc(-c2nc(-c3ccccn3)co2)c1, [C-]#N, [C-]#N, CN(C)C=O, [Zn+2], c1ccc(P(c2ccccc2)(c2ccccc2)[Pd](P(c2ccccc2)(c2ccccc2)c2ccccc2)(P(c2ccccc2)(c2ccccc2)c2ccccc2)P(c2ccccc2)(c2ccccc2)c2ccccc2)cc1. Yields the product N#Cc1cccc(-c2nc(-c3ccccn3)co2)c1. Reaction SMILES: [Br:1][c:2]1[cH:3][c:4](-[c:8]2[o:9][cH:10][c:11](-[c:13]3[n:14][cH:15][cH:16][cH:17][cH:18]3)[n:12]2)[cH:5][cH:6][cH:7]1.[C-:24]#[N:25].[C-:27]#[N:28].[CH3:19][N:20]([CH3:21])[CH:22]=[O:23].[Zn+2:26].[cH:29]1[cH:30][cH:31][c:32]([P:33]([Pd:34]([P:35]([c:36]2[cH:37][cH:38][cH:39][cH:40][cH:41]2)([c:42]2[cH:43][cH:44][cH:45][cH:46][cH:47]2)[c:48]2[cH:49][cH:50][cH:51][cH:52][cH:53]2)([P:54]([c:55]2[cH:56][cH:57][cH:58][cH:59][cH:60]2)([c:61]2[cH:62][cH:63][cH:64][cH:65][cH:66]2)[c:67]2[cH:68][cH:69][cH:70][cH:71][cH:72]2)[P:73]([c:74]2[cH:75][cH:76][cH:77][cH:78][cH:79]2)([c:80]2[cH:81][cH:82][cH:83][cH:84][cH:85]2)[c:86]2[cH:87][cH:88][cH:89][cH:90][cH:91]2)([c:92]2[cH:93][cH:94][cH:95][cH:96][cH:97]2)[c:98]2[cH:99][cH:100][cH:101][cH:102][cH:103]2)[cH:104][cH:105]1>>[c:2]1([C:19]#[N:20])[cH:3][c:4](-[c:8]2[o:9][cH:10][c:11](-[c:13]3[n:14][cH:15][cH:16][cH:17][cH:18]3)[n:12]2)[cH:5][cH:6][cH:7]1. Reactants: N#Cc1ccccc1-c1cc(-c2ccsc2C=O)cn(-c2ccccc2)c1=O, CC(=O)O[BH-](OC(C)=O)OC(C)=O, [Na+], [Na+], [Na+], O=C([O-])[O-], C1CCOC1. Yields the product N#Cc1ccccc1-c1cc(-c2ccsc2CO)cn(-c2ccccc2)c1=O. As a reaction SMILES: [C:15](#[N:16])[c:17]1[c:18](-[c:23]2[c:24](=[O:42])[n:25](-[c:36]3[cH:37][cH:38][cH:39][cH:40][cH:41]3)[cH:26][c:27](-[c:29]3[c:30]([CH:34]=[O:35])[s:31][cH:32][cH:33]3)[cH:28]2)[cH:19][cH:20][cH:21][cH:22]1.[C:1]([O:2][BH-:3]([O:4][C:5](=[O:6])[CH3:7])[O:8][C:9](=[O:10])[CH3:11])(=[O:12])[CH3:13].[Na+:14].[Na+:43].[Na+:44].[O-:45][C:46](=[O:47])[O-:48].[O:49]1[CH2:50][CH2:51][CH2:52][CH2:53]1>>[C:15](#[N:16])[c:17]1[c:18](-[c:23]2[c:24](=[O:42])[n:25](-[c:36]3[cH:37][cH:38][cH:39][cH:40][cH:41]3)[cH:26][c:27](-[c:29]3[c:30]([CH2:34][OH:35])[s:31][cH:32][cH:33]3)[cH:28]2)[cH:19][cH:20][cH:21][cH:22]1.